Dataset: the Open Reaction Database (ORD), a public repository of structured organic reaction records. Task: describe an organic reaction: reactants, conditions, products, and yield Starting materials: Cl.C(N)(=N)C1=CC=C(C=C1)C1=NC2=C(N1CCCC(=O)OC)C=CC(=C2)C(=O)NCCC(=O)OC (2-(4-amidino-phenyl)-5-[(2-methoxycarbonyl-ethyl)-aminocarbonyl]-1-(3-methoxycarbonyl-propyl)-benzimidazole-hydrochloride). The solvent is C(Cl)Cl.CO (methylene chloride methanol). Product: C(N)(=N)C1=CC=C(C=C1)C1=NC2=C(N1CCCC(=O)O)C=CC(=C2)C(=O)NCCC(=O)OC (2-(4-amidino-phenyl)-1-(3-carboxy-propyl)-5-[(2-methoxycarbonyl-ethyl)-aminocarbonyl]-benzimidazole). Reaction SMILES: Cl.[C:2]([C:5]1[CH:10]=[CH:9][C:8]([C:11]2[N:15]([CH2:16][CH2:17][CH2:18][C:19]([O:21]C)=[O:20])[C:14]3[CH:23]=[CH:24][C:25]([C:27]([NH:29][CH2:30][CH2:31][C:32]([O:34][CH3:35])=[O:33])=[O:28])=[CH:26][C:13]=3[N:12]=2)=[CH:7][CH:6]=1)(=[NH:4])[NH2:3]>C(Cl)Cl.CO>[C:2]([C:5]1[CH:10]=[CH:9][C:8]([C:11]2[N:15]([CH2:16][CH2:17][CH2:18][C:19]([OH:21])=[O:20])[C:14]3[CH:23]=[CH:24][C:25]([C:27]([NH:29][CH2:30][CH2:31][C:32]([O:34][CH3:35])=[O:33])=[O:28])=[CH:26][C:13]=3[N:12]=2)=[CH:7][CH:6]=1)(=[NH:3])[NH2:4] |f:0.1,2.3|. Procedure details: Obtained as a by-product in (120) Rf value: 0.19 (silica gel; methylene chloride/methanol=8:2) Starting materials: FC(C1=NC2=CC(=CC=C2C(=N1)O)OC)(C1=CC=C(C=C1)F)F (2-(difluoro(4-fluorophenyl)methyl)-7-methoxyquinazolin-4-ol), ClC1=NC(=NC2=CC(=CC=C12)C)C(C1=CC=C(C=C1)F)(F)F (4-chloro-2-(difluoro(4-fluorophenyl)methyl)-7-methylquinazoline), FC(C1=NC2=CC(=CC=C2C(=N1)O)C)(C1=CC=C(C=C1)F)F (2-(difluoro(4-fluorophenyl)methyl)-7-methylquinazolin-4-ol). Yields the product ClC1=NC(=NC2=CC(=CC=C12)OC)C(C1=CC=C(C=C1)F)(F)F (4-Chloro-2-(difluoro(4-fluorophenyl)methyl)-7-methoxyquinazoline), solid. Isolated yield 89.0%. As a reaction SMILES: [Cl:1][C:2]1[C:11]2[C:6](=[CH:7][C:8](C)=[CH:9][CH:10]=2)[N:5]=[C:4]([C:13]([F:22])([F:21])[C:14]2[CH:19]=[CH:18][C:17]([F:20])=[CH:16][CH:15]=2)[N:3]=1.FC(F)(C1C=CC(F)=CC=1)C1N=[C:33]([OH:35])C2C(=CC(C)=CC=2)N=1.FC(F)(C1C=CC(F)=CC=1)C1N=C(O)C2C(=CC(OC)=CC=2)N=1>>[Cl:1][C:2]1[C:11]2[C:6](=[CH:7][C:8]([O:35][CH3:33])=[CH:9][CH:10]=2)[N:5]=[C:4]([C:13]([F:22])([F:21])[C:14]2[CH:19]=[CH:18][C:17]([F:20])=[CH:16][CH:15]=2)[N:3]=1. Procedure details: 4-Chloro-2-(difluoro(4-fluorophenyl)methyl)-7-methoxyquinazoline was obtained according to the procedure described in Example 26 for synthesis of 4-chloro-2-(difluoro(4-fluorophenyl)methyl)-7-methylquinazoline, substituting 2-(difluoro(4-fluorophenyl)methyl)-7-methylquinazolin-4-ol in Example 26 with 2-(difluoro(4-fluorophenyl)methyl)-7-methoxyquinazolin-4-ol. 4-Chloro-2-(difluoro(4-fluorophenyl)methyl)-7-methoxyquinazoline was isolated as a light yellow solid (0.290 g, 89%). LC-MS (ESI) m/z 339... The reactants are CC(=CCC/C(=C/C=C/C(=O)C)/C)C (pseudo-ionone), [C-]#[C-].[Na+].[Na+] (sodium acetylide), N (ammonia), S([O-])(O)(=O)=O.[PH4+] (phosphonium bisulfate), S(O)(O)(=O)=O (sulfuric acid), [PH4+] (phosphonium), β-formylcrotyl acetate, C1(=CC=CC=C1)P(C1=CC=CC=C1)C1=CC=CC=C1 (triphenylphosphine). Product: CC(C=C)(C=CC=C(CCC=C(C)C)C)O (3,7,11-Trimethyl-dodeca-1,4,6,10-tetraen-3-ol), 1-acetoxy-3,7,11,15-tetramethyl-hexadecy-2,4,6,8,10,14-hexaene. RXN SMILES: [CH3:1][C:2]([CH3:14])=[CH:3][CH2:4][CH2:5]/[C:6](/[CH3:13])=[CH:7]/[CH:8]=[CH:9]/[C:10]([CH3:12])=[O:11].[C-]#[C-].[Na+].[Na+].N.S(=O)(=O)(O)[O-].[PH4+].[C:26]1(P(C2C=CC=CC=2)C2C=CC=CC=2)C=CC=C[CH:27]=1.S(=O)(=O)(O)O.[PH4+]>>[CH3:12][C:10]([OH:11])([CH:9]=[CH:8][CH:7]=[C:6]([CH3:13])[CH2:5][CH2:4][CH:3]=[C:2]([CH3:14])[CH3:1])[CH:26]=[CH2:27] |f:1.2.3,5.6|. Procedure details: 3,7,11-Trimethyl-dodeca-1,4,6,10-tetraen-3-ol is prepared, as described in German Pat. No. 1,115,238, from pseudo-ionone by a reaction with sodium acetylide in liquid ammonia followed by hydrogenation of the triple bond. Using the conventional method described in German Pat. No. 1,068,710, the product is then converted to the phosphonium bisulfate by means of triphenylphosphine and sulfuric acid. This phosphonium salt is reacted with β-formylcrotyl acetate by the method described in German Pat. ... Reactants: CO, Cc1c(CCCC(=O)O)cccc1C(=O)c1ccc(Cl)cc1. Yields the product COc1ccc(C(=O)c2cccc(CCCC(=O)O)c2C)cc1. As a reaction SMILES: [CH3:23][OH:24].[Cl:1][c:2]1[cH:3][cH:4][c:5]([C:6](=[O:7])[c:8]2[c:9]([CH3:20])[c:10]([CH2:14][CH2:15][CH2:16][C:17](=[O:18])[OH:19])[cH:11][cH:12][cH:13]2)[cH:21][cH:22]1>>[c:2]1([O:24][CH3:23])[cH:3][cH:4][c:5]([C:6](=[O:7])[c:8]2[c:9]([CH3:20])[c:10]([CH2:14][CH2:15][CH2:16][C:17](=[O:18])[OH:19])[cH:11][cH:12][cH:13]2)[cH:21][cH:22]1.